From a dataset of the Open Reaction Database (ORD), a public repository of structured organic reaction records. describe an organic reaction: reactants, conditions, products, and yield Starting materials: C([O-])([O-])=O.[K+].[K+] (potassium carbonate), N1(CCNCC1)C=1OC2=C(N1)C=CC=C2 (2-(1-piperazinyl)benzoxazole), ICCCCI (1,4-diiodobutane). The solvent is CN(C)C=O (DMF). Conditions: time 30 minute. The product is [I-].O1C(=NC2=C1C=CC=C2)N2CC[N+]1(CCCC1)CC2 (8-(Benzoxazol-2-yl)-8-aza-5-azoniaspiro[4,5]decane iodide). As a reaction SMILES: C(=O)([O-])[O-].[K+].[K+].[N:7]1([C:13]2[O:14][C:15]3[CH:21]=[CH:20][CH:19]=[CH:18][C:16]=3[N:17]=2)[CH2:12][CH2:11][NH:10][CH2:9][CH2:8]1.[I:22][CH2:23][CH2:24][CH2:25][CH2:26]I>CN(C=O)C>[I-:22].[O:14]1[C:15]2[CH:21]=[CH:20][CH:19]=[CH:18][C:16]=2[N:17]=[C:13]1[N:7]1[CH2:12][CH2:11][N+:10]2([CH2:26][CH2:25][CH2:24][CH2:23]2)[CH2:9][CH2:8]1 |f:0.1.2,6.7|. Reported procedure: A 245 mg portion of potassium carbonate was added to 300 mg of 2-(1-piperazinyl)benzoxazole which had been dissolved in 5 ml of DMF, and the reaction was carried out for 30 minutes. Under cooling with ice, 0.23 ml of 1,4-diiodobutane was added to the resulting solution, and the reaction was carried out for 1 hour at the same temperature and then for 2 hours at room temperature. The reaction solution was concentrated under a reduced pressure, and the resulting residue was dissolved in 300 ml of d... Starting materials: ClC=1C=CC(=C(C=O)C1)OCCCO (5-Chloro-2-(3-hydroxy-1-propoxy)-benzaldehyde), ClC1=CC=C2CC(NC2=C1)=O (6-chlorooxindole), N1CCCC1 (pyrrolidine). Run in CO (methanol). Conditions: temperature 70 celsius. Yields the product ClC1=CC=C2/C(/C(NC2=C1)=O)=C/C1=C(C=CC(=C1)Cl)OCCCO (Z-6-chloro-3-[5-chloro-2-(3-hydroxy-propoxy)-benzylidene]-1,3-dihydro-indol-2-one). The yield is 87.6%. RXN SMILES: [Cl:1][C:2]1[CH:3]=[CH:4][C:5]([O:10][CH2:11][CH2:12][CH2:13][OH:14])=[C:6]([CH:9]=1)[CH:7]=O.[Cl:15][C:16]1[CH:24]=[C:23]2[C:19]([CH2:20][C:21](=[O:25])[NH:22]2)=[CH:18][CH:17]=1.N1CCCC1>CO>[Cl:15][C:16]1[CH:24]=[C:23]2[C:19](/[C:20](=[CH:7]/[C:6]3[CH:9]=[C:2]([Cl:1])[CH:3]=[CH:4][C:5]=3[O:10][CH2:11][CH2:12][CH2:13][OH:14])/[C:21](=[O:25])[NH:22]2)=[CH:18][CH:17]=1. Procedure details: 5-Chloro-2-(3-hydroxy-1-propoxy)-benzaldehyde (8 g, 37 mmol) and 6-chlorooxindole (6.2 g, 37 mmol) were mixed in anhydrous methanol (20 mL). Then pyrrolidine (3 mL, 37 mmol) was added slowly at r.t. The mixture was heated to 70° C. for 3 h and cooled to room temperature. The precipitate was collected by filtration to give title compound as a yellow solid (Yield: 11.8 g).